describe an organic reaction: reactants, conditions, products, and yield From a dataset of the Open Reaction Database (ORD), a public repository of structured organic reaction records. Starting materials: [O-]CC.[Na+] (Sodium ethoxide), C(C)OC(COC1=CC(=CC=C1)OC)=O ((3-Methoxy-phenoxy)-acetic acid ethyl ester), C(C)OC(C(=O)OCC)=O (Oxalic acid diethyl ester), Cl (HCl), ice. The solvent is C(C)OCC (diethyl ether), C(C)OCC (diethyl ether). Conditions: time 30 minute. The product is C(C)OC(C(C(C(=O)OCC)=O)OC1=CC(=CC=C1)OC)=O (2-(3-Methoxy-phenoxy)-3-oxo-succinic acid diethyl ester). RXN SMILES: [O-]CC.[Na+].[CH2:5]([O:7][C:8](=[O:14])[C:9](OCC)=[O:10])[CH3:6].[CH2:15]([O:17][C:18](=[O:29])[CH2:19][O:20][C:21]1[CH:26]=[CH:25][CH:24]=[C:23]([O:27][CH3:28])[CH:22]=1)[CH3:16].Cl>C(OCC)C>[CH2:15]([O:17][C:18](=[O:29])[CH:19]([O:20][C:21]1[CH:26]=[CH:25][CH:24]=[C:23]([O:27][CH3:28])[CH:22]=1)[C:9](=[O:10])[C:8]([O:7][CH2:5][CH3:6])=[O:14])[CH3:16] |f:0.1|. Reported procedure: Sodium ethoxide (32.5 g, 454 mmol) is covered with 1 l of dry diethyl ether. Oxalic acid diethyl ester (55.2 ml, 416 mmol) is added drop wise within 20 min. After 30 min stirring at room temperature, the mixture is heated to reflux. A solution of (3-methoxy-phenoxy)-acetic acid ethyl ester (22) (79.5 g, 378 mmol) in 80 ml of dry diethyl ether is added drop wise within 30 min and the mixture is allowed to reflux for 1 hour. After cooling down to room temperature, the reaction mixture is poured on... Reactants: BrC1=C(C=C(C=C1)C1=NOC(C1)(C(F)(F)F)C1=CC(=CC(=C1)Cl)Cl)Cl (3-(4-Bromo-3-chloro-phenyl)-5-(3,5-dichloro-phenyl)-5-trifluoromethyl-4,5-dihydro-isoxazole), palladium bis(diphenylphosphine) dichloride CH2Cl2, C(C)(=O)[O-].[Na+] (sodium acetate), CO (methanol), [C]=O (carbon monoxide). The reagents and catalysts are C(C)(=O)[O-].[Pd+2].C(C)(=O)[O-] (palladium acetate). Reaction conditions: temperature 100 celsius, time 16 hour. Product: COC(C1=C(C=C(C=C1)C1=NOC(C1)(C(F)(F)F)C1=CC(=CC(=C1)Cl)Cl)Cl)=O (2-Chloro-4-[5-(3,5-dichloro-phenyl)-5-trifluoromethyl-4,5-dihydro-isoxazol-3-yl]-benzoic acid methyl ester). Isolated yield 58.0%. As a reaction SMILES: Br[C:2]1[CH:7]=[CH:6][C:5]([C:8]2[CH2:12][C:11]([C:17]3[CH:22]=[C:21]([Cl:23])[CH:20]=[C:19]([Cl:24])[CH:18]=3)([C:13]([F:16])([F:15])[F:14])[O:10][N:9]=2)=[CH:4][C:3]=1[Cl:25].[C:26]([O-:29])(=[O:28])C.[Na+].[C]=O.[CH3:33]O>C([O-])(=O)C.[Pd+2].C([O-])(=O)C>[CH3:33][O:29][C:26](=[O:28])[C:2]1[CH:7]=[CH:6][C:5]([C:8]2[CH2:12][C:11]([C:17]3[CH:22]=[C:21]([Cl:23])[CH:20]=[C:19]([Cl:24])[CH:18]=3)([C:13]([F:14])([F:15])[F:16])[O:10][N:9]=2)=[CH:4][C:3]=1[Cl:25] |f:1.2,5.6.7,^3:30|. Procedure: A mixture of 3-(4-Bromo-3-chloro-phenyl)-5-(3,5-dichloro-phenyl)-5-trifluoromethyl-4,5-dihydro-isoxazole (4.00 g), palladium bis(diphenylphosphine) dichloride CH2Cl2-complex (0.69 g), palladium acetate (0.14 g), sodium acetate (1.03 g), and methanol (50 mL) was placed in an autoclave, charged with 5 bar of carbon monoxide and stirred at 100° C. for 16 h. After cooling, the autoclave was opened and the reaction mixture was filtered. The filtrate was concentrated in vacuum and the residue was puri... The reactants are CCCOC1CCC(C(C(=O)OCc2ccccc2)N(Cc2ccncc2)S(=O)(=O)c2ccc(OC)cc2)CC1, CCO, Cl. Yields the product CCCOC1CCC(C(C(=O)O)N(Cc2ccncc2)S(=O)(=O)c2ccc(OC)cc2)CC1, Cl. RXN SMILES: [CH3:1][O:2][c:3]1[cH:4][cH:5][c:6]([S:9](=[O:10])(=[O:11])[N:12]([CH:13]([C:14](=[O:15])[O:16][CH2:17][c:18]2[cH:19][cH:20][cH:21][cH:22][cH:23]2)[CH:24]2[CH2:25][CH2:26][CH:27]([O:30][CH2:31][CH2:32][CH3:33])[CH2:28][CH2:29]2)[CH2:34][c:35]2[cH:36][cH:37][n:38][cH:39][cH:40]2)[cH:7][cH:8]1.[CH3:42][CH2:43][OH:44].[ClH:41]>>[CH3:1][O:2][c:3]1[cH:4][cH:5][c:6]([S:9](=[O:10])(=[O:11])[N:12]([CH:13]([C:14](=[O:15])[OH:16])[CH:24]2[CH2:25][CH2:26][CH:27]([O:30][CH2:31][CH2:32][CH3:33])[CH2:28][CH2:29]2)[CH2:34][c:35]2[cH:36][cH:37][n:38][cH:39][cH:40]2)[cH:7][cH:8]1.[ClH:41]. The reactants are COC(CC(C)=O)=O (3-oxo-butyric acid methyl ester), R3—(CH2)m—NH2, N[C@H]1[C@@H](CCCC1)O ((1R,2R)-2-aminocyclohexanol), BrCC(=O)C1=C(C=CC(=C1)C(F)(F)F)F (2-bromo-1-[2-fluoro-5-(trifluoromethyl)-phenyl]-ethanone), CC1(OCC(O1)CN)C (2,2-dimethyl-1,3-dioxolan-4-methylamine). The product is O[C@H]1[C@@H](CCCC1)NC(=O)C1=C(N(C(=C1)C1=C(C=CC(=C1)C(F)(F)F)F)CC1OC(OC1)(C)C)C (1-(rac)-(2,2-Dimethyl-[1,3]dioxolan-4-ylmethyl)-5-(2-fluoro-5-trifluoromethyl-phenyl)-2-methyl-1H-pyrrole-3-carboxylic acid ((1R,2R)-2-hydroxy-cyclohexyl)-amide). As a reaction SMILES: CO[C:3](=[O:8])[CH2:4][C:5](=O)[CH3:6].Br[CH2:10][C:11]([C:13]1[CH:18]=[C:17]([C:19]([F:22])([F:21])[F:20])[CH:16]=[CH:15][C:14]=1[F:23])=O.[CH3:24][C:25]1([CH3:32])[O:29][CH:28]([CH2:30][NH2:31])[CH2:27][O:26]1.[NH2:33][C@@H:34]1[CH2:39][CH2:38][CH2:37][CH2:36][C@H:35]1[OH:40]>>[OH:40][C@@H:35]1[CH2:36][CH2:37][CH2:38][CH2:39][C@H:34]1[NH:33][C:3]([C:4]1[CH:10]=[C:11]([C:13]2[CH:18]=[C:17]([C:19]([F:22])([F:21])[F:20])[CH:16]=[CH:15][C:14]=2[F:23])[N:31]([CH2:30][CH:28]2[CH2:27][O:26][C:25]([CH3:32])([CH3:24])[O:29]2)[C:5]=1[CH3:6])=[O:8]. Procedure: The title compound was synthesized in analogy to example 7, using 3-oxo-butyric acid methyl ester as compound of formula R, 2-bromo-1-[2-fluoro-5-(trifluoromethyl)-phenyl]-ethanone as compound of formula S, 2,2-dimethyl-1,3-dioxolan-4-methylamine as R3—(CH2)m—NH2 and (1R,2R)-2-aminocyclohexanol as R1R2NH, MS (ISP) 499.5 (M+H)+. The reactants are C(C)(C)(C)OC(=O)NC[C@@H]1CC[C@H](CC1)CN (N-tert-butoxycarbonyl-trans-1,4-cyclohexane bis(methylamine)), CO (methanol), Cl (hydrogen chloride), O1CCOCC1 (dioxane). Solvent: C(C)OCC (ethyl ether). The product is Cl.C(C)(C)(C)OC(=O)NC[C@@H]1CC[C@H](CC1)CN (N-tert-butoxycarbonyl-trans-1,4-cyclohexanebis(methylamine) hydrochloride). Yield: 76.0%. Reaction SMILES: [C:1]([O:5][C:6]([NH:8][CH2:9][C@H:10]1[CH2:15][CH2:14][C@H:13]([CH2:16][NH2:17])[CH2:12][CH2:11]1)=[O:7])([CH3:4])([CH3:3])[CH3:2].CO.[ClH:20].O1CCOCC1>C(OCC)C>[ClH:20].[C:1]([O:5][C:6]([NH:8][CH2:9][C@H:10]1[CH2:11][CH2:12][C@H:13]([CH2:16][NH2:17])[CH2:14][CH2:15]1)=[O:7])([CH3:4])([CH3:3])[CH3:2] |f:5.6|. Procedure: Ethanol (40 mL) was added to N-tert-butoxycarbonyl-trans-4-(aminomethyl)cyclohexanemethyl azide (1.79 g, 6.67 mmol.) and 5% palladium on carbon (270 mg, 0.15 wt. %) under nitrogen. The reaction mixture was stirred under hydrogen at atmospheric pressure for 6 hours at 23° C. The black suspension was filtered and the filtrate concentrated to give N-tert-butoxycarbonyl-trans-1,4-cyclohexane bis(methylamine) as a yellow oil. The crude amine was taken up into methanol (2.0 mL) followed by addition of... Reactants: CC1(C)OCc2cc(C3CN(CCCCCCOCCOCc4cccc(NC(=O)c5cccc([N+](=O)[O-])c5)c4)C(=O)O3)ccc2O1, CCOC(C)=O, CCO, O=[Pt]. The product is CC1(C)OCc2cc(C3CN(CCCCCCOCCOCc4cccc(NC(=O)c5cccc(N)c5)c4)C(=O)O3)ccc2O1. Reaction SMILES: [CH3:1][C:2]1([CH3:47])[O:3][CH2:4][c:5]2[c:6]([cH:8][cH:9][c:10]([CH:12]3[CH2:13][N:14]([CH2:18][CH2:19][CH2:20][CH2:21][CH2:22][CH2:23][O:24][CH2:25][CH2:26][O:27][CH2:28][c:29]4[cH:30][c:31]([NH:35][C:36]([c:37]5[cH:38][c:39]([N+:43]([O-:44])=[O:45])[cH:40][cH:41][cH:42]5)=[O:46])[cH:32][cH:33][cH:34]4)[C:15](=[O:17])[O:16]3)[cH:11]2)[O:7]1.[CH3:48][CH2:49][O:50][C:51]([CH3:52])=[O:53].[CH3:54][CH2:55][OH:56].[Pt:57]=[O:58]>>[CH3:1][C:2]1([CH3:47])[O:3][CH2:4][c:5]2[c:6]([cH:8][cH:9][c:10]([CH:12]3[CH2:13][N:14]([CH2:18][CH2:19][CH2:20][CH2:21][CH2:22][CH2:23][O:24][CH2:25][CH2:26][O:27][CH2:28][c:29]4[cH:30][c:31]([NH:35][C:36]([c:37]5[cH:38][c:39]([NH2:43])[cH:40][cH:41][cH:42]5)=[O:46])[cH:32][cH:33][cH:34]4)[C:15](=[O:17])[O:16]3)[cH:11]2)[O:7]1. The reactants are C(C)(=O)N1C(=NCC1)NC1=CC(=NN1C1=C(C=C(C=C1)Cl)C)C (1-Acetyl-2[1-(4-chloro-2-methylphenyl)-3-methyl-5-pyrazolyl] amino-2-imidazoline), Cl (HCl), Cl (HCl). The solvent is CO (methanol). Product: Cl.ClC1=CC(=C(C=C1)N1N=C(C=C1NC=1NCCN1)C)C (2-[1(4-chloro-2-methylphenyl)-3-methyl-5-pyrazolyl] amino-2-imidazoline HCl). Reaction SMILES: C([N:4]1[CH2:8][CH2:7][N:6]=[C:5]1[NH:9][C:10]1[N:14]([C:15]2[CH:20]=[CH:19][C:18]([Cl:21])=[CH:17][C:16]=2[CH3:22])[N:13]=[C:12]([CH3:23])[CH:11]=1)(=O)C.Cl>CO>[ClH:21].[Cl:21][C:18]1[CH:19]=[CH:20][C:15]([N:14]2[C:10]([NH:9][C:5]3[NH:6][CH2:7][CH2:8][N:4]=3)=[CH:11][C:12]([CH3:23])=[N:13]2)=[C:16]([CH3:22])[CH:17]=1 |f:3.4|. Reported procedure: 1-Acetyl-2[1-(4-chloro-2-methylphenyl)-3-methyl-5-pyrazolyl] amino-2-imidazoline (10.0 g.) was treated with HCl in methanol as described in Example II to give 7.4 g. product as the HCl salt, mp 134°-135°. Reaction SMILES: [CH3:16][OH:17].[CH3:1][N:2]([CH2:3][CH2:4][O:5][c:6]1[cH:7][c:8]([N+:12]([O-:13])=[O:14])[cH:9][cH:10][cH:11]1)[CH3:15]>>[CH3:1][N:2]([CH2:3][CH2:4][O:5][c:6]1[cH:7][c:8]([NH2:12])[cH:9][cH:10][cH:11]1)[CH3:15]. The reactants are CO, CN(C)CCOc1cccc([N+](=O)[O-])c1. Product: CN(C)CCOc1cccc(N)c1. Reactants: C(C1=CC=CC=C1)N(CC1=CC=CC=C1)C[C@@H](COC1=C(C(=CC=C1)N)N)O ((S)-[3-(N,N-Dibenzylamino)-2-hydroxypropoxy]-2,3-diaminobenzene), ClC(Cl)(OC(OC(Cl)(Cl)Cl)=O)Cl (triphosgene). Run in C1(=CC=CC=C1)C (toluene), Cl (HCl). Conditions: time 14 hour. The product is O[C@H](COC1=CC=CC=2NC(NC21)=O)CN(CC2=CC=CC=C2)CC2=CC=CC=C2 ((S)-4-[2-Hydroxy-3-(N,N-dibenzylamino)propoxy]-1,3-dihydro-2H-benzimidazol-2-one). The yield is 92.9%. Reaction SMILES: [CH2:1]([N:8]([CH2:16][C@H:17]([OH:28])[CH2:18][O:19][C:20]1[CH:25]=[CH:24][CH:23]=[C:22]([NH2:26])[C:21]=1[NH2:27])[CH2:9][C:10]1[CH:15]=[CH:14][CH:13]=[CH:12][CH:11]=1)[C:2]1[CH:7]=[CH:6][CH:5]=[CH:4][CH:3]=1.Cl[C:30](Cl)([O:32]C(=O)OC(Cl)(Cl)Cl)Cl>C1(C)C=CC=CC=1.Cl>[OH:28][C@@H:17]([CH2:16][N:8]([CH2:9][C:10]1[CH:15]=[CH:14][CH:13]=[CH:12][CH:11]=1)[CH2:1][C:2]1[CH:7]=[CH:6][CH:5]=[CH:4][CH:3]=1)[CH2:18][O:19][C:20]1[C:21]2[NH:27][C:30](=[O:32])[NH:26][C:22]=2[CH:23]=[CH:24][CH:25]=1. Reported procedure: (S)-[3-(N,N-Dibenzylamino)-2-hydroxypropoxy]-2,3-diaminobenzene (4.4 g, 11.6 mmol) was suspended in a mixture of toluene (60 mL) and 2N HCl (100 mL) at ambient temperature with vigorous stirring. An excess of triphosgene (17.3 g, 58.3 mmol) was added, and the stirring continued for 14 hours. The biphasic mixture was cautiously quenched and neutralized with sodium bicarbonate, causing an off-white precipitate to form at the interface. The precipitate was filtered and dried in vacuo to yield 4.35 ...